Dataset: the Open Reaction Database (ORD), a public repository of structured organic reaction records. Task: describe an organic reaction: reactants, conditions, products, and yield Starting materials: C(=O)(O)CCCCCCC1=CC=CC=2N1C=NC2 (5-(6-carboxyhexyl)-imidazo[1,5-a]pyridine), Cl (hydrochloric acid), [H][H] (hydrogen). The reagents and catalysts are [Pd] (palladium on charcoal). The solvent is C(C)O (ethanol). The product is Cl.C(=O)(O)CCCCCCC1CCCC=2N1C=NC2 (5-(6-carboxyhexyl)-5,6,7,8-tetrahydroimidazo[1,5-a]pyridine hydrochloride). Reaction SMILES: [C:1]([CH2:4][CH2:5][CH2:6][CH2:7][CH2:8][CH2:9][C:10]1[N:15]2[CH:16]=[N:17][CH:18]=[C:14]2[CH:13]=[CH:12][CH:11]=1)([OH:3])=[O:2].[H][H].[ClH:21]>C(O)C.[Pd]>[ClH:21].[C:1]([CH2:4][CH2:5][CH2:6][CH2:7][CH2:8][CH2:9][CH:10]1[N:15]2[CH:16]=[N:17][CH:18]=[C:14]2[CH2:13][CH2:12][CH2:11]1)([OH:3])=[O:2] |f:5.6|. Reported procedure: A solution of 2.7 g of 5-(6-carboxyhexyl)-imidazo[1,5-a]pyridine in a mixture of 120 ml of ethanol and 30 ml of concentrated hydrochloric acid is hydrogenated at 3 atmospheres in the presence of 1 g of 10% palladium on charcoal catalyst until 2 moles of hydrogen are consumed. The mixture is filtered free of catalyst and evaporated to dryness. The residue is recrystallized from isopropanol-ether to yield the 5-(6-carboxyhexyl)-5,6,7,8-tetrahydroimidazo[1,5-a]pyridine hydrochloride melting at 150°... Starting materials: CCSc1csc(NC(=O)C(C(C)c2ccccc2)N2C(=O)NC(c3ccc(OCCOC)cc3)C2=O)n1, O=C(OO)c1cccc(Cl)c1, C1CCOC1. As a reaction SMILES: [CH2:1]([CH3:2])[S:3][c:4]1[n:5][c:6]([NH:9][C:10]([CH:11]([CH:12]([CH3:13])[c:14]2[cH:15][cH:16][cH:17][cH:18][cH:19]2)[N:20]2[C:21](=[O:37])[NH:22][CH:23]([c:26]3[cH:27][cH:28][c:29]([O:32][CH2:33][CH2:34][O:35][CH3:36])[cH:30][cH:31]3)[C:24]2=[O:25])=[O:38])[s:7][cH:8]1.[Cl:39][c:40]1[cH:41][cH:42][cH:43][c:44]([C:45]([O:46][OH:48])=[O:47])[cH:49]1.[O:50]1[CH2:51][CH2:52][CH2:53][CH2:54]1>>[CH2:1]([CH3:2])[S:3]([c:4]1[n:5][c:6]([NH:9][C:10]([CH:11]([CH:12]([CH3:13])[c:14]2[cH:15][cH:16][cH:17][cH:18][cH:19]2)[N:20]2[C:21](=[O:37])[NH:22][CH:23]([c:26]3[cH:27][cH:28][c:29]([O:32][CH2:33][CH2:34][O:35][CH3:36])[cH:30][cH:31]3)[C:24]2=[O:25])=[O:38])[s:7][cH:8]1)=[O:47]. Yields the product CCS(=O)c1csc(NC(=O)C(C(C)c2ccccc2)N2C(=O)NC(c3ccc(OCCOC)cc3)C2=O)n1.